From a dataset of the Open Reaction Database (ORD), a public repository of structured organic reaction records. describe an organic reaction: reactants, conditions, products, and yield The reactants are C(C)OC(=O)CC1C2(OCCO2)CCCC1 ((±)-6-(ethoxycarbonylmethyl)-1,4-dioxaspiro[4.5]decane), [H-].[Al+3].[Li+].[H-].[H-].[H-] (Lithium aluminium hydride). Run in C(C)OCC (diethyl ether). Conditions: time 3 hour. The product is OCCC1C2(OCCO2)CCCC1 ((±)-6-(2'-hydroxyethyl)-1,4-dioxaspiro[4.5]decane). The yield is 93.8%. Reaction SMILES: C([O:3][C:4]([CH2:6][CH:7]1[CH2:16][CH2:15][CH2:14][CH2:13][C:8]21[O:12][CH2:11][CH2:10][O:9]2)=O)C.[H-].[Al+3].[Li+].[H-].[H-].[H-]>C(OCC)C>[OH:3][CH2:4][CH2:6][CH:7]1[CH2:16][CH2:15][CH2:14][CH2:13][C:8]21[O:9][CH2:10][CH2:11][O:12]2 |f:1.2.3.4.5.6|. Procedure: Under an argon atmosphere, a solution of (±)-6-(ethoxycarbonylmethyl)-1,4-dioxaspiro[4.5]decane (1.00 g, 4.39 mmol) in diethyl ether (22 ml) was cooled to 0° C. Lithium aluminium hydride (333 mg, 8.77 mmol) was added and the mixture was stirred at room temperature for 3 h. The mixture was cooled to 0° C., quenched with ethyl acetate (10 ml) and 2 M sodium hydroxide solution (50 ml). The mixture was extracted with chloroform (3×50 ml) and the combined organic extracts were dried over magnesium su... Reactants: [OH-].[Na+] (sodium hydroxide), C1=CC2=C(C=C1C=O)OCO2 (piperonal), CC(=O)C (acetone). The solvent is O (water), O (water). Product: C1OC=2C=C(C=CC2O1)C=CC(C)=O (1-(3,4-methylenedioxyphenyl)but-1-en-3-one). Reaction SMILES: [OH-].[Na+].[CH:3]1[C:8]([CH:9]=O)=[CH:7][C:6]2[O:11][CH2:12][O:13][C:5]=2[CH:4]=1.[CH3:14][C:15]([CH3:17])=[O:16]>O>[CH2:12]1[O:13][C:5]2[CH:4]=[CH:3][C:8]([CH:9]=[CH:14][C:15](=[O:16])[CH3:17])=[CH:7][C:6]=2[O:11]1 |f:0.1|. Procedure details: An aqueous solution of 10% sodium hydroxide (3.5 ml) was added dropwise to a solution of piperonal (20.0 g) in acetone (27 ml) and water (14 ml), the temperature of the reaction mixture being maintained below 30° C. during the addition. On completion of the reaction (ca 2 hr) the reaction mixture was poured into water and the precipitate was filtered off and dried to give 1-(3,4-methylenedioxyphenyl)but-1-en-3-one as a crystalline solid, mp 108° C. (from ethanol). Reactants: C(=O)(O)COC1=C(C(C=CC2CC=C(C=C2)OCCCO)=O)C(=CC=C1)O (2′-carboxymethoxy-6′-hydroxy-4-(3-hydroxypropoxy)dihydrochalcone), C(C)(=O)[O-].[Na+] (sodium acetate), C(C)(=O)OC(C)=O (acetic anhydride), O (water). Solvent: C(C)(=O)O (acetic acid). Conditions: temperature 115 celsius, time 8 hour. Yields the product OC1=CC=CC2=C1C(=CO2)CCC2=CC=C(C=C2)OCCCO (4-Hydroxy-3-{2-[4-(3-hydroxypropoxy)phenyl]ethyl}benzofuran). The yield is 19.3%. As a reaction SMILES: C([CH2:4][O:5][C:6]1[CH:26]=[CH:25][CH:24]=[C:23]([OH:27])[C:7]=1[C:8](=O)[CH:9]=[CH:10][CH:11]1[CH:16]=[CH:15][C:14]([O:17][CH2:18][CH2:19][CH2:20][OH:21])=[CH:13][CH2:12]1)(O)=O.C([O-])(=O)C.[Na+].C(OC(=O)C)(=O)C.O>C(O)(=O)C>[OH:27][C:23]1[C:7]2[C:8]([CH2:9][CH2:10][C:11]3[CH:12]=[CH:13][C:14]([O:17][CH2:18][CH2:19][CH2:20][OH:21])=[CH:15][CH:16]=3)=[CH:4][O:5][C:6]=2[CH:26]=[CH:25][CH:24]=1 |f:1.2|. Procedure: To a solution of 2′-carboxymethoxy-6′-hydroxy-4-(3-hydroxypropoxy)dihydrochalcone (2.8 g) in acetic acid (39.4 mL) were added sodium acetate (17.8 g) and acetic anhydride (17.9 mL), and the mixture was stirred at 115° C. overnight. The reaction mixture was poured into water, and the resulting mixture was extracted with diethylether. The extract was washed with water twice, a saturated aqueous sodium hydrogen carbonate solution, water and brine successively, and dried over anhydrous magnesium sul... Reactants: CI, CN(C)C=O, Cl, [H-], [Na+], O=C(O)COc1cc2c(c(Cl)c1Cl)C(=O)C(c1ccccc1)C2, O. Product: CC1(c2ccccc2)Cc2cc(OCC(=O)O)c(Cl)c(Cl)c2C1=O. RXN SMILES: [CH3:26][I:27].[CH3:29][N:30]([CH3:31])[CH:32]=[O:33].[ClH:28].[H-:24].[Na+:25].[O:1]=[C:2]1[CH:3]([c:18]2[cH:19][cH:20][cH:21][cH:22][cH:23]2)[CH2:4][c:5]2[cH:6][c:7]([O:13][CH2:14][C:15](=[O:16])[OH:17])[c:8]([Cl:12])[c:9]([Cl:11])[c:10]21.[OH2:34]>>[O:1]=[C:2]1[C:3]([c:18]2[cH:19][cH:20][cH:21][cH:22][cH:23]2)([CH3:26])[CH2:4][c:5]2[cH:6][c:7]([O:13][CH2:14][C:15](=[O:16])[OH:17])[c:8]([Cl:12])[c:9]([Cl:11])[c:10]21. Reactants: intermediate, O (water), ClC=1C=C2C(C(NC2=CC1)=O)(C1=C(C=CC=C1)OCCC)O (5-Chloro-3-hydroxy-3-(2-propoxyphenyl)-indole-2-one), N.C(C)O (ethanol ammonia). Run in C(Cl)Cl (methylene chloride). Reaction conditions: time 16 hour. The product is NC1(C(NC2=CC=C(C=C12)Cl)=O)C1=C(C=CC=C1)OC (3-Amino-5-chloro-3-(2-methoxyphenyl)-indole-2-one). As a reaction SMILES: [Cl:1][C:2]1[CH:3]=[C:4]2[C:8](=[CH:9][CH:10]=1)[NH:7][C:6](=[O:11])[C:5]2(O)[C:12]1[CH:17]=[CH:16][CH:15]=[CH:14][C:13]=1[O:18][CH2:19]CC.[NH3:23].C(O)C.O>C(Cl)Cl>[NH2:23][C:5]1([C:12]2[CH:17]=[CH:16][CH:15]=[CH:14][C:13]=2[O:18][CH3:19])[C:4]2[C:8](=[CH:9][CH:10]=[C:2]([Cl:1])[CH:3]=2)[NH:7][C:6]1=[O:11] |f:1.2|. Procedure details: 10 g (32.45 mmol) of the intermediate product 2a were suspended in 100 ml methylene chloride. After the addition of 100 ml 2-molar ethanol ammonia solution, the reaction mixture was stirred for 16 h. After this, everything was poured on to icy water and the organic phase was separated. The aqueous phase was cooled, wherein a white crystallizate formed, which was isolated. 5.7 g of the product were obtained. The reactants are CCO, CCOC(=O)c1c(CN(CC)CC)nc2sc3c(c2c1-c1ccc(OC(C)C)c(OC)c1)CCN(C(=O)c1ccc(Cl)cc1)C3, [K+], [OH-], O. Yields the product CCOC(=O)c1c(CN(CC)CC)nc2sc3c(c2c1-c1ccc(OC(C)C)c(OC)c1)CCNC3. RXN SMILES: [CH3:48][CH2:49][OH:50].[Cl:1][c:2]1[cH:3][cH:4][c:5]([C:6](=[O:7])[N:8]2[CH2:9][c:10]3[c:11]([c:14]4[c:15]([n:16][c:17]([CH2:37][N:38]([CH2:39][CH3:40])[CH2:41][CH3:42])[c:18]([C:32](=[O:33])[O:34][CH2:35][CH3:36])[c:19]4-[c:20]4[cH:21][c:22]([O:30][CH3:31])[c:23]([O:26][CH:27]([CH3:28])[CH3:29])[cH:24][cH:25]4)[s:43]3)[CH2:12][CH2:13]2)[cH:44][cH:45]1.[K+:47].[OH-:46].[OH2:51]>>[NH:8]1[CH2:9][c:10]2[c:11]([c:14]3[c:15]([n:16][c:17]([CH2:37][N:38]([CH2:39][CH3:40])[CH2:41][CH3:42])[c:18]([C:32](=[O:33])[O:34][CH2:35][CH3:36])[c:19]3-[c:20]3[cH:21][c:22]([O:30][CH3:31])[c:23]([O:26][CH:27]([CH3:28])[CH3:29])[cH:24][cH:25]3)[s:43]2)[CH2:12][CH2:13]1. Starting materials: CC(C)(C)C(COc1ccc(-n2ccnc2)cc1)OC(=O)Oc1ccc([N+](=O)[O-])cc1, CN(C)C=O, CCN(C(C)C)C(C)C, Cl, CCCCC(N)C(O)CNS(=O)(=O)c1ccccn1, CCCCC(N)C(O)CNS(=O)(=O)c1ccccn1. Yields the product CCCCC(NC(=O)OC(COc1ccc(-n2ccnc2)cc1)C(C)(C)C)C(O)CNS(=O)(=O)c1ccccn1. As a reaction SMILES: [C:40]([O:41][CH:42]([C:43]([CH3:44])([CH3:45])[CH3:46])[CH2:47][O:48][c:49]1[cH:50][cH:51][c:52](-[n:55]2[cH:56][n:57][cH:58][cH:59]2)[cH:53][cH:54]1)([O:60][c:62]1[cH:63][cH:64][c:65]([N+:66]([O-:67])=[O:68])[cH:69][cH:70]1)=[O:61].[CH3:80][N:81]([CH3:82])[CH:83]=[O:84].[CH:71]([N:72]([CH2:73][CH3:74])[CH:75]([CH3:76])[CH3:77])([CH3:78])[CH3:79].[ClH:1].[NH2:21][CH:22]([CH2:23][CH2:24][CH2:25][CH3:26])[CH:27]([OH:28])[CH2:29][NH:30][S:31]([c:32]1[cH:33][cH:34][cH:35][cH:36][n:37]1)(=[O:38])=[O:39].[NH2:2][CH:3]([CH:4]([CH2:5][NH:6][S:7](=[O:8])(=[O:9])[c:10]1[n:11][cH:12][cH:13][cH:14][cH:15]1)[OH:16])[CH2:17][CH2:18][CH2:19][CH3:20]>>[NH:2]([CH:3]([CH:4]([CH2:5][NH:6][S:7](=[O:8])(=[O:9])[c:10]1[n:11][cH:12][cH:13][cH:14][cH:15]1)[OH:16])[CH2:17][CH2:18][CH2:19][CH3:20])[C:40]([O:41][CH:42]([C:43]([CH3:44])([CH3:45])[CH3:46])[CH2:47][O:48][c:49]1[cH:50][cH:51][c:52](-[n:55]2[cH:56][n:57][cH:58][cH:59]2)[cH:53][cH:54]1)=[O:60]. Starting materials: C1(=CC=CC=C1)SCC(CC(=O)OC(C)(C)C)CC1=NC(=NO1)CCCCNC1=NC=CC=C1 (tert-butyl 4-(phenylthio)-3-({3-[4-(pyridin-2-ylamino)butyl]-1,2,4-oxadiazol-5-yl}methyl)butanoate), C(=O)(C(F)(F)F)O (TFA). The solvent is ClCCl (dichloromethane). Yields the product FC(C(=O)O)(F)F.C1(=CC=CC=C1)SCC(CC(=O)O)CC1=NC(=NO1)CCCCNC1=NC=CC=C1 (4-(phenylthio)-3-({3-[4-(pyridin-2-ylamino)butyl]-1,2,4-oxadiazol-5-yl}methyl)butanoic acid trifluoroacetate). Yield: 99.0%. Reaction SMILES: [C:1]1([S:7][CH2:8][CH:9]([CH2:18][C:19]2[O:23][N:22]=[C:21]([CH2:24][CH2:25][CH2:26][CH2:27][NH:28][C:29]3[CH:34]=[CH:33][CH:32]=[CH:31][N:30]=3)[N:20]=2)[CH2:10][C:11]([O:13]C(C)(C)C)=[O:12])[CH:6]=[CH:5][CH:4]=[CH:3][CH:2]=1.[C:35]([OH:41])([C:37]([F:40])([F:39])[F:38])=[O:36]>ClCCl>[F:38][C:37]([F:40])([F:39])[C:35]([OH:41])=[O:36].[C:1]1([S:7][CH2:8][CH:9]([CH2:18][C:19]2[O:23][N:22]=[C:21]([CH2:24][CH2:25][CH2:26][CH2:27][NH:28][C:29]3[CH:34]=[CH:33][CH:32]=[CH:31][N:30]=3)[N:20]=2)[CH2:10][C:11]([OH:13])=[O:12])[CH:6]=[CH:5][CH:4]=[CH:3][CH:2]=1 |f:3.4|. Procedure details: The product from step 3 (50.4 mg, 0.10 mmoles) was stirred at RT in 1:1 mix of TFA and dichloromethane (2 mL) for 30 min. The solvent was removed under reduced pressure to give the product 56.2 mg (99%). 1H NMR (CD3OD) δ 7.84-7.79 (m, 2H), 7.39-7.35 (m, 2H), 7.32-7.26 (m, 2H), 7.22-7.17 (t, 1H), 6.95 (d, 1H), 6.82 (t, 1H), 3.37 (t, 2H), 3.22-3.02 (series of m, 4H), 2.81 (t, 2H), 2.65-2.57 (series of m, 2H), 2.49 (t, 1H), 1.92-1.82 (series of m, 2H), 1.80-1.72 (series of m, 2H); MS (ESI+) for C22... Reactants: NCCC(C1=CC=CC=C1)O (α-(2-aminoethyl)benzylalcohol), N([N+](=O)[O-])C=1NCCN1 (2-(nitramino)-2-imidazoline), C=1(C(=CC=CC1)C)C (xylene), O (water). Solvent: CC(CC(C)=O)C (4-methyl-2-pentanone). Product: N1C(=NCC1)NCCC(C1=CC=CC=C1)O (α-{2-[N-(2imidazolin-2 -yl)amino]ethyl}benzylalcohol). RXN SMILES: [NH2:1][CH2:2][CH2:3][CH:4]([OH:11])[C:5]1[CH:10]=[CH:9][CH:8]=[CH:7][CH:6]=1.N([C:16]1[NH:17][CH2:18][CH2:19][N:20]=1)[N+]([O-])=O.C1(C)C(C)=CC=CC=1.O>CC(C)CC(=O)C>[NH:20]1[CH2:19][CH2:18][N:17]=[C:16]1[NH:1][CH2:2][CH2:3][CH:4]([OH:11])[C:5]1[CH:10]=[CH:9][CH:8]=[CH:7][CH:6]=1. Procedure details: A mixture of 8 parts of α-(2-aminoethyl)benzylalcohol, 6.5 parts of 2-(nitramino)-2-imidazoline and 40 parts of xylene is stirred and refluxed for 3 hours with water-separator. The reaction mixture is cooled and the separated oily product is dissolved in 4-methyl-2-pentanone. The solvent is evaporated in vacuo, yielding α-{2-[N-(2imidazolin-2 -yl)amino]ethyl}benzylalcohol as a residue.